Dataset: the Open Reaction Database (ORD), a public repository of structured organic reaction records. Task: describe an organic reaction: reactants, conditions, products, and yield Reaction SMILES: COC([C:5]1[C:6]([C:11]2[CH:12]=[C:13]3[C:17](=[CH:18][CH:19]=2)[NH:16][CH:15]=[C:14]3[CH2:20][C@H:21]2[CH2:25][CH2:24][CH2:23][N:22]2[CH3:26])=[N:7][CH:8]=[CH:9][CH:10]=1)=O.[H-].[Al+3].[Li+].[H-].[H-].[H-].[O:33]1CCC[CH2:34]1>>[OH:33][CH2:34][C:8]1[N:7]=[C:6]([C:11]2[CH:12]=[C:13]3[C:17](=[CH:18][CH:19]=2)[NH:16][CH:15]=[C:14]3[CH2:20][C@H:21]2[CH2:25][CH2:24][CH2:23][N:22]2[CH3:26])[CH:5]=[CH:10][CH:9]=1 |f:1.2.3.4.5.6|. Reactants: COC(=O)C=1C(=NC=CC1)C=1C=C2C(=CNC2=CC1)C[C@@H]1N(CCC1)C (5-(3-MethoxycarbonyI-2-pyridyl)-3-(1-methylpyrrolidin-2(R)-ylmethyl)-1H-indole), O1CCCC1 (tetrahydrofuran), [H-].[Al+3].[Li+].[H-].[H-].[H-] (lithium aluminium hydride), O1CCCC1 (tetrahydrofuran). Reported procedure: A solution of 5-(3-MethoxycarbonyI-2-pyridyl)-3-(1-methylpyrrolidin-2(R)-ylmethyl)-1H-indole (393 mg, 1.073 mmol) (see Example 62) in tetrahydrofuran (2.5 ml) was added dropwise, with stirring, to a flask containing a solution of lithium aluminium hydride in tetrahydrofuran (35.9 mg of LiAIH4 in 10.0 ml THF) under a nitrogen atmosphere. The reaction was stirred for 24 hours whereupon the reaction mixture was quenched with aqueous sodium carbonate and the aqueous phase extracted with ethyl acetat... Product: OCC1=CC=CC(=N1)C=1C=C2C(=CNC2=CC1)C[C@@H]1N(CCC1)C (5-(6-Hydroxymethyl-2-pyridyl)-3-(1-methylpyrrolidin-2(R)-ylmethyl)-1H-indole). Solvent: O1CCCC1 (tetrahydrofuran), O1CCCC1 (tetrahydrofuran). RXN SMILES: [CH3:1][O:2][C:3]1[C:8]([CH3:9])=[C:7]([CH3:10])[C:6]([O:11][CH3:12])=[C:5]([CH3:13])[C:4]=1[Mg]Br.[O:16]1[C@:20]([CH3:37])([CH2:21][CH2:22][CH2:23][C@H:24]([CH3:36])[CH2:25][CH2:26][CH2:27][C@H:28]([CH3:35])[CH2:29][CH2:30][CH2:31][CH:32]([CH3:34])[CH3:33])[C@@H:17]1[CH:18]=[O:19].O>O1CCCC1>[CH3:1][O:2][C:3]1[C:8]([CH3:9])=[C:7]([CH3:10])[C:6]([O:11][CH3:12])=[C:5]([CH3:13])[C:4]=1[CH:18]([OH:19])[C@H:17]1[O:16][C@:20]1([CH3:37])[CH2:21][CH2:22][CH2:23][C@H:24]([CH3:36])[CH2:25][CH2:26][CH2:27][C@H:28]([CH3:35])[CH2:29][CH2:30][CH2:31][CH:32]([CH3:33])[CH3:34]. Conditions: time 3 hour. Yields the product COC1=C(C(=C(C(=C1C)C)OC)C)C([C@@H]1[C@](CCC[C@@H](CCC[C@@H](CCCC(C)C)C)C)(C)O1)O ((1RS,2R,3R,7R, 11R)-1-(2',5'-dimethoxy-3',4',6'-trimethylphenyl)-2,3-epoxy-3,7,11,15-tetramethylhexadecanol). The reactants are O1[C@@H](C=O)[C@]1(CCC[C@@H](CCC[C@@H](CCCC(C)C)C)C)C ((2R,3R,7R,11R)-2,3-epoxy-3,7,11,15-tetramethylhexadecanal), COC1=C(C(=C(C(=C1C)C)OC)C)[Mg]Br (2,5-dimethoxy-3,4,6-trimethylphenylmagnesium bromide), O (water). Procedure: 1 mmol of 2,5-dimethoxy-3,4,6-trimethylphenylmagnesium bromide in 2 ml of tetrahydrofuran was added dropwise at 0° C. while stirring to a solution of 300 mg (0.97 mmol) of (2R,3R,7R,11R)-2,3-epoxy-3,7,11,15-tetramethylhexadecanal in 10 ml of tetrahydrofuran. After completion of the dropwise addition, the mixture was stirred at room temperature for a further 3 hours. 20 ml of water weree then added and the mixture was extracted three times with 20 ml of ether each time. The combined organic phase... Yield: 94.1%. The reactants are N1C(=CC=C1)C=O (2-pyrrolecarbaldehyde), FC1=NC=CC=C1 (2-fluoropyridine), C([O-])([O-])=O.[Cs+].[Cs+] (cesium carbonate), CN1C(CCC1)=O (N-methylpyrrolidone). Run in O (Water). Conditions: temperature 120 celsius, time 1 day. Yields the product N1=C(C=CC=C1)N1C(=CC=C1)C=O (1-(2-pyridinyl)-1H-pyrrole-2-carbaldehyde). Yield: 43.4%. RXN SMILES: [NH:1]1[CH:5]=[CH:4][CH:3]=[C:2]1[CH:6]=[O:7].F[C:9]1[CH:14]=[CH:13][CH:12]=[CH:11][N:10]=1.C(=O)([O-])[O-].[Cs+].[Cs+].CN1CCCC1=O>O>[N:10]1[CH:11]=[CH:12][CH:13]=[CH:14][C:9]=1[N:1]1[CH:5]=[CH:4][CH:3]=[C:2]1[CH:6]=[O:7] |f:2.3.4|. Reported procedure: A mixture of 10 g of 2-pyrrolecarbaldehyde, 10 g of 2-fluoropyridine, 24 g of cesium carbonate and 100 ml of N-methylpyrrolidone was stirred at 120° C. for 1 day. The reaction mixture was allowed to cool to room temperature. Water was poured into the mixture, and the mixture was extracted with ethyl acetate two times. The organic layers were combined, washed successively with water and an aqueous saturated sodium chloride solution, dried over magnesium sulfate, and concentrated under reduced pre...